This data is from the Open Reaction Database (ORD), a public repository of structured organic reaction records. The task is: describe an organic reaction: reactants, conditions, products, and yield The reactants are C(C)OC(=O)C1(CC1)C1=CC=C(C=C1)C1=CC=C(C=C1)C1=C(C(=NO1)C)C(CC=C)O (1-{4′-[4-(1-hydroxy-but-3-enyl)-3-methyl-isoxazol-5-yl]-biphenyl-4-yl}-cyclopropanecarboxylic acid ethyl ester), IC1=CC(=CC=C1)C(F)(F)F (1-iodo-3-trifluoromethyl-benzene). Yields the product C(C)OC(=O)C1(CC1)C1=CC=C(C=C1)C1=CC=C(C=C1)C1=C(C(=NO1)C)C(C\C=C\C1=CC(=CC=C1)C(F)(F)F)O (1-(4′-{4-[(E)-1-Hydroxy-4-(3-trifluoromethyl-phenyl)-but-3-enyl]-3-methyl-isoxazol-5-yl}-biphenyl-4-yl)-cyclopropanecarboxylic acid ethyl ester). Reaction SMILES: [CH2:1]([O:3][C:4]([C:6]1([C:9]2[CH:14]=[CH:13][C:12]([C:15]3[CH:20]=[CH:19][C:18]([C:21]4[O:25][N:24]=[C:23]([CH3:26])[C:22]=4[CH:27]([OH:31])[CH2:28][CH:29]=[CH2:30])=[CH:17][CH:16]=3)=[CH:11][CH:10]=2)[CH2:8][CH2:7]1)=[O:5])[CH3:2].I[C:33]1[CH:38]=[CH:37][CH:36]=[C:35]([C:39]([F:42])([F:41])[F:40])[CH:34]=1>>[CH2:1]([O:3][C:4]([C:6]1([C:9]2[CH:10]=[CH:11][C:12]([C:15]3[CH:20]=[CH:19][C:18]([C:21]4[O:25][N:24]=[C:23]([CH3:26])[C:22]=4[CH:27]([OH:31])[CH2:28]/[CH:29]=[CH:30]/[C:33]4[CH:38]=[CH:37][CH:36]=[C:35]([C:39]([F:42])([F:41])[F:40])[CH:34]=4)=[CH:17][CH:16]=3)=[CH:13][CH:14]=2)[CH2:8][CH2:7]1)=[O:5])[CH3:2]. Reported procedure: Prepared according to the procedure described in Example 39, Step 1, using 1-{4′-[4-(1-hydroxy-but-3-enyl)-3-methyl-isoxazol-5-yl]-biphenyl-4-yl}-cyclopropanecarboxylic acid ethyl ester and 1-iodo-3-trifluoromethyl-benzene. Starting materials: NC1=C(C(=O)OC)C=CC=C1N (methyl 2,3-diaminobenzoate), Cl.C(CCCC)(OCC)=N (ethyl pentanimidoate hydrochloride). The product is C(CCC)C1=NC2=C(N1)C=CC=C2C(=O)OC (Methyl 2-butyl-1H-benzimidazole-4-carboxylate). Isolated yield 87.3%. Reaction SMILES: [NH2:1][C:2]1[C:11]([NH2:12])=[CH:10][CH:9]=[CH:8][C:3]=1[C:4]([O:6][CH3:7])=[O:5].Cl.[C:14](=N)(OCC)[CH2:15][CH2:16][CH2:17][CH3:18]>>[CH2:15]([C:14]1[NH:12][C:11]2[CH:10]=[CH:9][CH:8]=[C:3]([C:4]([O:6][CH3:7])=[O:5])[C:2]=2[N:1]=1)[CH2:16][CH2:17][CH3:18] |f:1.2|. Procedure details: Using the procedure of Step A of Example 1, 2.5 g of methyl 2,3-diaminobenzoate [J. Chem. Soc., Vol. 117 (1920) p 775 and CAN. J. Chem., Vol.55 (1977), p. 1653 to 1657] and 2.73 g of ethyl pentanimidoate hydrochloride [J.A.C.S., Vol. 64, p. 1827 (1942)] were reacted to obtain 3.05 g of the desired product which after crystallization from essence G melted at approximately 85° C. The analytical sample was obtained by two successive crystallizations of 280 mg of product from isopropyl ether to obta... Reactants: ClC=1C=C(C(=C(C1)C=1C=C2CC[C@@H](C2=CC1)NC(=O)C1(CC1)N)C1=NOC(=N1)C)F (1-Amino-cyclopropanecarboxylic acid{(S)-5-[5-chloro-3-fluoro-2-(5-methyl-[1,2,4]oxadiazol-3-yl)-phenyl]-indan-1-yl}-amide), N1=NC=C(C=C1)C(=O)O (pyridazine-4-carboxylic acid). Product: ClC=1C=C(C(=C(C1)C=1C=C2CC[C@@H](C2=CC1)NC(=O)C1(CC1)NC(=O)C1=CN=NC=C1)C1=NOC(=N1)C)F (Pyridazine-4-carboxylic acid(1-{(S)-5-[5-chloro-3-fluoro-2-(5-methyl-[1,2,4]oxadiazol-3-yl)-phenyl]-indan-1-ylcarbamoyl}-cyclopropyl)-amide). Reaction SMILES: [Cl:1][C:2]1[CH:3]=[C:4]([F:30])[C:5]([C:24]2[N:28]=[C:27]([CH3:29])[O:26][N:25]=2)=[C:6]([C:8]2[CH:9]=[C:10]3[C:14](=[CH:15][CH:16]=2)[C@@H:13]([NH:17][C:18]([C:20]2([NH2:23])[CH2:22][CH2:21]2)=[O:19])[CH2:12][CH2:11]3)[CH:7]=1.[N:31]1[CH:36]=[CH:35][C:34]([C:37](O)=[O:38])=[CH:33][N:32]=1>>[Cl:1][C:2]1[CH:3]=[C:4]([F:30])[C:5]([C:24]2[N:28]=[C:27]([CH3:29])[O:26][N:25]=2)=[C:6]([C:8]2[CH:9]=[C:10]3[C:14](=[CH:15][CH:16]=2)[C@@H:13]([NH:17][C:18]([C:20]2([NH:23][C:37]([C:34]4[CH:35]=[CH:36][N:31]=[N:32][CH:33]=4)=[O:38])[CH2:21][CH2:22]2)=[O:19])[CH2:12][CH2:11]3)[CH:7]=1. Procedure details: In analogy to the procedures described for the preparation of intermediate A-1 [B], 1-amino-cyclopropanecarboxylic acid{(S)-5-[5-chloro-3-fluoro-2-(5-methyl-[1,2,4]oxadiazol-3-yl)-phenyl]-indan-1-yl}-amide (example 24) was coupled with pyridazine-4-carboxylic acid to yield the title compound as light yellow solid. MS: 533.2 (MH+, 1Cl). Reactants: ( 4 ), [N+](=O)([O-])C1=CC=C(C(=O)O[C@@H]2[C@@H](C3=CC(=CC=C3C2)OC)N=[N+]=[N-])C=C1 ((1R,2S)-1-azido-6-methoxy-2,3-dihydro-1H-inden-2-yl 4-nitrobenzoate), ( 3 ), C[O-].[Na+] (sodium methoxide). Reaction conditions: time 30 minute. Reported procedure: Step AC (4): To a solution of (1R,2S)-1-azido-6-methoxy-2,3-dihydro-1H-inden-2-yl 4-nitrobenzoate (248 mg) from Step AC (3) in methanol (2.8 mL) and DCM (2.4 mL) was added sodium methoxide (114 mg), and the reaction mixture was stirred at rt for 30 min. the solvents were removed in vacuo, and water was added. The aqueous layer was separated, and the aqueous layer was extracted with EtOAc (×3). The combined organic layers were washed with brine, dried over anhydrous sodium sulfate, and filtered. ... The product is N(=[N+]=[N-])[C@H]1[C@H](CC2=CC=C(C=C12)OC)O ((1R,2S)-1-azido-6-methoxy-2,3-dihydro-1H-inden-2-ol). RXN SMILES: [N+](C1C=CC(C([O:10][C@H:11]2[CH2:19][C:18]3[C:13](=[CH:14][C:15]([O:20][CH3:21])=[CH:16][CH:17]=3)[C@H:12]2[N:22]=[N+:23]=[N-:24])=O)=CC=1)([O-])=O.C[O-].[Na+]>CO.C(Cl)Cl>[N:22]([C@@H:12]1[C:13]2[C:18](=[CH:17][CH:16]=[C:15]([O:20][CH3:21])[CH:14]=2)[CH2:19][C@@H:11]1[OH:10])=[N+:23]=[N-:24] |f:1.2|. Isolated yield 69.6%. Solvent: CO (methanol), C(Cl)Cl (DCM). Starting materials: COc1cc2ncnc(N3CCC(CN4CCCNS4(=O)=O)CC3)c2cc1OC, CCOC(C)=O, CN(C)C=O, CC(C)I, [H-], [Na+]. Yields the product COc1cc2ncnc(N3CCC(CN4CCCN(C(C)C)S4(=O)=O)CC3)c2cc1OC. RXN SMILES: [CH3:1][O:2][c:3]1[cH:4][c:5]2[c:6]([N:15]3[CH2:16][CH2:17][CH:18]([CH2:21][N:22]4[S:23](=[O:28])(=[O:29])[NH:24][CH2:25][CH2:26][CH2:27]4)[CH2:19][CH2:20]3)[n:7][cH:8][n:9][c:10]2[cH:11][c:12]1[O:13][CH3:14].[CH3:36][CH2:37][O:38][C:39](=[O:40])[CH3:41].[CH3:42][N:43]([CH3:44])[CH:45]=[O:46].[CH:32]([CH3:33])([CH3:34])[I:35].[H-:30].[Na+:31]>>[CH3:1][O:2][c:3]1[cH:4][c:5]2[c:6]([N:15]3[CH2:16][CH2:17][CH:18]([CH2:21][N:22]4[S:23](=[O:28])(=[O:29])[N:24]([CH:32]([CH3:33])[CH3:34])[CH2:25][CH2:26][CH2:27]4)[CH2:19][CH2:20]3)[n:7][cH:8][n:9][c:10]2[cH:11][c:12]1[O:13][CH3:14].